From a dataset of the Open Reaction Database (ORD), a public repository of structured organic reaction records. describe an organic reaction: reactants, conditions, products, and yield Starting materials: C(CC)P1(OP(OP(O1)(=O)CCC)(=O)CCC)=O (T3P), O (water), C(C)OC1=C(C=NC(=C1)OCC1=CC=C(C=C1)OC)C1=CC(=C(C=C1)CC(=O)O)F (2-(4-(4-ethoxy-6-((4-methoxybenzyl)oxy)pyridin-3-yl)-2-fluorophenyl)acetic acid), FC(C(C)(C)C1=NOC(=C1)N)(F)F (3-(1,1,1-trifluoro-2-methylpropan-2-yl)isoxazol-5-amine). Solvent: CC(OCC)=O (EA), N1=CC=CC=C1 (pyridine). Reaction conditions: temperature 25 celsius, time 1 hour. Product: C(C)OC1=C(C=NC(=C1)OCC1=CC=C(C=C1)OC)C1=CC(=C(C=C1)CC(=O)NC1=CC(=NO1)C(C(F)(F)F)(C)C)F (2-(4-(4-ethoxy-6-((4-methoxybenzyl)oxy)pyridin-3-yl)-2-fluorophenyl)-N-(3-(1,1,1-trifluoro-2-methylpropan-2-yl)isoxazol-5-yl)acetamide). Isolated yield 89.1%. Reaction SMILES: [CH2:1]([O:3][C:4]1[CH:9]=[C:8]([O:10][CH2:11][C:12]2[CH:17]=[CH:16][C:15]([O:18][CH3:19])=[CH:14][CH:13]=2)[N:7]=[CH:6][C:5]=1[C:20]1[CH:25]=[CH:24][C:23]([CH2:26][C:27](O)=[O:28])=[C:22]([F:30])[CH:21]=1)[CH3:2].[F:31][C:32]([F:43])([F:42])[C:33]([C:36]1[CH:40]=[C:39]([NH2:41])[O:38][N:37]=1)([CH3:35])[CH3:34].C(P1(=O)OP(CCC)(=O)OP(CCC)(=O)O1)CC.O>N1C=CC=CC=1.CC(=O)OCC>[CH2:1]([O:3][C:4]1[CH:9]=[C:8]([O:10][CH2:11][C:12]2[CH:13]=[CH:14][C:15]([O:18][CH3:19])=[CH:16][CH:17]=2)[N:7]=[CH:6][C:5]=1[C:20]1[CH:25]=[CH:24][C:23]([CH2:26][C:27]([NH:41][C:39]2[O:38][N:37]=[C:36]([C:33]([CH3:35])([CH3:34])[C:32]([F:31])([F:42])[F:43])[CH:40]=2)=[O:28])=[C:22]([F:30])[CH:21]=1)[CH3:2]. Reported procedure: To a mixture of 2-(4-(4-ethoxy-6-((4-methoxybenzyl)oxy)pyridin-3-yl)-2-fluorophenyl)acetic acid (1.060 g, 2.58 mmol) and 3-(1,1,1-trifluoro-2-methylpropan-2-yl)isoxazol-5-amine (0.5 g, 2.58 mmol) in pyridine (20 mL) was added T3P® (50% in EA, 5 mL, 2.58 mmol) dropwise and stirred at 25° C. for 1 h. The mixture was poured into stirring cold water (100 mL). The mixture was stirred for 0.5 h and left standing for 10 h. The resulting solid was filtered, washed with H2O (200 mL×3) and TBME (200 mL×2)... Starting materials: solution, B(Br)(Br)Br (boron tribromide), [OH-].[Na+] (sodium hydroxide), COC=1C=C2C(=NC1)NC=C2 (5-methoxy-1H-pyrrolo[2,3-b]pyridine). Solvent: ClCCl (dichloromethane), ClCCl (dichloromethane), O (water). Product: OC=1C=C2C(=NC1)NC=C2 (5-hydroxy-1H-pyrrolo[2,3-b]pyridine). Yield: 56.7%. RXN SMILES: C[O:2][C:3]1[CH:4]=[C:5]2[CH:11]=[CH:10][NH:9][C:6]2=[N:7][CH:8]=1.B(Br)(Br)Br.[OH-].[Na+]>ClCCl.O>[OH:2][C:3]1[CH:4]=[C:5]2[CH:11]=[CH:10][NH:9][C:6]2=[N:7][CH:8]=1 |f:2.3|. Procedure: A suspension of 5-methoxy-1H-pyrrolo[2,3-b]pyridine (210 mg, 1.42 mmol), (Heterocycles 50, (2), 1065-1080, (1999)), in dichloromethane (10 ml) was stirred in an inert atmosphere, a 1.0M solution of boron tribromide in dichloromethane (4.3 ml, 4.3 mmol) added dropwise and the mixture stirred at ambient temperature overnight. The reaction mixture was taken to pH6 by the dropwise addition of 5N aqueous sodium hydroxide and further diluted with water. The aqueous solution was extracted several times...